Dataset: the Open Reaction Database (ORD), a public repository of structured organic reaction records. Task: describe an organic reaction: reactants, conditions, products, and yield Reactants: C(C)OC(=O)C1=C(N(C2=CC=C(C=C12)OC1=NC=C(C=C1)N)C1=CC=C(C=C1)OC(C)C)CC(=O)OCC (5-(5-aminopyridin-2-yloxy)-2-ethoxycarbonylmethyl-1-(4-isopropoxyphenyl)indole-3-carboxylic acid ethyl ester), [OH-].[Na+] (NaOH), Cl (HCl). Run in CCO (EtOH). Run at time 20 hour. Yields the product C(C)OC(=O)C1=C(N(C2=CC=C(C=C12)OC1=NC=C(C=C1)N)C1=CC=C(C=C1)OC(C)C)CC(=O)O (5-(5-Aminopyridin-2-yloxy)-2-carboxymethyl-1-(4-isopropoxyphenyl)indole-3-carboxylic acid ethyl ester). As a reaction SMILES: [CH2:1]([O:3][C:4]([C:6]1[C:14]2[C:9](=[CH:10][CH:11]=[C:12]([O:15][C:16]3[CH:21]=[CH:20][C:19]([NH2:22])=[CH:18][N:17]=3)[CH:13]=2)[N:8]([C:23]2[CH:28]=[CH:27][C:26]([O:29][CH:30]([CH3:32])[CH3:31])=[CH:25][CH:24]=2)[C:7]=1[CH2:33][C:34]([O:36]CC)=[O:35])=[O:5])[CH3:2].[OH-].[Na+].Cl>CCO>[CH2:1]([O:3][C:4]([C:6]1[C:14]2[C:9](=[CH:10][CH:11]=[C:12]([O:15][C:16]3[CH:21]=[CH:20][C:19]([NH2:22])=[CH:18][N:17]=3)[CH:13]=2)[N:8]([C:23]2[CH:28]=[CH:27][C:26]([O:29][CH:30]([CH3:32])[CH3:31])=[CH:25][CH:24]=2)[C:7]=1[CH2:33][C:34]([OH:36])=[O:35])=[O:5])[CH3:2] |f:1.2|. Reported procedure: A mixture of 5-(5-aminopyridin-2-yloxy)-2-ethoxycarbonylmethyl-1-(4-isopropoxyphenyl)indole-3-carboxylic acid ethyl ester (185 mg, 0.36 mmol; see step (b) above), NaOH (aq, 2 M, 2 mL) and EtOH (15 mL) was stirred at rt for 20 h, acidified to pH 2 with HCl (aq, 1 M) and extracted with EtOAc. The combined extracts were washed with H2O and brine, dried (Na2SO4), concentrated and purified by chromatography to give the sub-title compound. Yield 130 mg (74%). Starting materials: C(=O)(OC(C)(C)C)N1[C@@H](CCC1)COC=1C=NC(=C(C1)Br)Cl (3-(1-BOC-2-(S)-pyrrolidinylmethoxy)-5-bromo-6-chloro-pyridine), tetrakis(triphenylphophino) palladium, C(=C)[Sn](CCCC)(CCCC)CCCC (Vinyl tributyltin). Run in C1(=CC=CC=C1)C (toluene). Reaction conditions: temperature 90 celsius. Product: Cl.ClC1=C(C=C(C=N1)OC[C@H]1NCCC1)C=C (6-Chloro-5-ethenyl-3-(2-(S)-pyrrolidinylmethoxy)pyridine hydrochloride). Isolated yield 170.0%. Reaction SMILES: C([N:8]1[CH2:12][CH2:11][CH2:10][C@H:9]1[CH2:13][O:14][C:15]1[CH:16]=[N:17][C:18]([Cl:22])=[C:19](Br)[CH:20]=1)(OC(C)(C)C)=O.[CH:23]([Sn](CCCC)(CCCC)CCCC)=[CH2:24]>C1(C)C=CC=CC=1>[ClH:22].[Cl:22][C:18]1[N:17]=[CH:16][C:15]([O:14][CH2:13][C@@H:9]2[CH2:10][CH2:11][CH2:12][NH:8]2)=[CH:20][C:19]=1[CH:23]=[CH2:24] |f:3.4|. Reported procedure: 3-(1-BOC-2-(S)-pyrrolidinylmethoxy)-5-bromo-6-chloro-pyridine from Example 69a (0.95 g, 2.4 mmol) and tetrakis(triphenylphophino) palladium (0.14 g, 0.12 mmol) were dissolved in toluene (50 mL) and degassed with nitrogen gas for 5 min. Vinyl tributyltin (0.78 mL, 2.67 mmol) was added and the mixture was heated to 90° C. for 1 day. The reaction solvent was evaporated and the crude residue was chromatographed (silica gel; hexanes/EtOAc, 4:1) to provide the title compound (0.69 g, 2.04 mmol, 85%). ... Reactants: C(C)(C)N(CC)C(C)C (diisopropylethylamine), C(=O)(OC(C)(C)C)N[C@@H](C(C)C)C(=O)O (N-boc-L-valine), NC(C(CCN(C(C(Cl)Cl)=O)C1=CC(=NC=C1)C1=CC(=NO1)C1=C(C=CC=C1Cl)Cl)=O)C(C)C (N-(4-amino-5-methyl-3-oxohexyl)-2,2-dichloro-N-(2-(3-(2,6-dichlorophenyl)isoxazol-5-yl)pyridin-4-yl)acetamide). Run in C(Cl)Cl (methylene chloride), C(Cl)Cl (methylene chloride). Reaction conditions: time 5 hour. Product: ClC(C(=O)N(C1=CC(=NC=C1)C1=CC(=NO1)C1=C(C=CC=C1Cl)Cl)CCC(C(C(C)C)NC(OC(C)(C)C)=O)=O)Cl (tert-butyl 6-(2,2-dichloro-N-(2-(3-(2,6-dichlorophenyl)isoxazol-5-yl)pyridin-4-yl)acetamido)-2-methyl-4-oxohexan-3-ylcarbamate). Reaction SMILES: C(N(C(C)C)CC)(C)C.[C:10]([NH:17][C@H:18]([C:22]([OH:24])=O)[CH:19]([CH3:21])[CH3:20])([O:12][C:13]([CH3:16])([CH3:15])[CH3:14])=[O:11].NC(C(C)C)C(=O)[CH2:28][CH2:29][N:30]([C:36]1[CH:41]=[CH:40][N:39]=[C:38]([C:42]2[O:46][N:45]=[C:44]([C:47]3[C:52]([Cl:53])=[CH:51][CH:50]=[CH:49][C:48]=3[Cl:54])[CH:43]=2)[CH:37]=1)[C:31](=[O:35])[CH:32]([Cl:34])[Cl:33]>C(Cl)Cl>[Cl:34][CH:32]([Cl:33])[C:31]([N:30]([CH2:29][CH2:28][C:22](=[O:24])[CH:18]([NH:17][C:10](=[O:11])[O:12][C:13]([CH3:14])([CH3:15])[CH3:16])[CH:19]([CH3:20])[CH3:21])[C:36]1[CH:41]=[CH:40][N:39]=[C:38]([C:42]2[O:46][N:45]=[C:44]([C:47]3[C:48]([Cl:54])=[CH:49][CH:50]=[CH:51][C:52]=3[Cl:53])[CH:43]=2)[CH:37]=1)=[O:35]. Reported procedure: Pybop (164 mg, 0.32 mmol), diisopropylethylamine (50 mg, 0.39 mmol) and N-boc-L-valine (69 mg, 0.32 mmol) were added to a solution of N-(4-amino-5-methyl-3-oxohexyl)-2,2-dichloro-N-(2-(3-(2,6-dichlorophenyl)isoxazol-5-yl)pyridin-4-yl)acetamide (Cpd. No. 3, lot 2, 75 mg, 0.11 mmol) in methylene chloride (5 mL) at 0° C. The resulting mixture was stirred at room temperature for 5 h. The reaction mixture was then diluted with methylene chloride (15 mL) and washed successively with water and brine, d... Starting materials: O1C2C1CCC1=CC=CC=C21 (1,2-epoxy-1,2,3,4-tetrahydronaphthalene), N1CCCC1 (pyrrolidine). Run in C(C)O (ethanol). Product: O[C@H]1[C@@H](C2=CC=CC=C2CC1)N1CCCC1 (trans-1,2,3,4-tetrahydro-2-hydroxy-1-(pyrrolidin-1-yl)naphthalene). RXN SMILES: [O:1]1[CH:3]2[CH2:4][CH2:5][C:6]3[C:11]([CH:2]12)=[CH:10][CH:9]=[CH:8][CH:7]=3.[NH:12]1[CH2:16][CH2:15][CH2:14][CH2:13]1>C(O)C>[OH:1][C@@H:3]1[CH2:4][CH2:5][C:6]2[C:11](=[CH:10][CH:9]=[CH:8][CH:7]=2)[C@H:2]1[N:12]1[CH2:16][CH2:15][CH2:14][CH2:13]1. Procedure details: A mixture of 1,2-epoxy-1,2,3,4-tetrahydronaphthalene (19.8 g), pyrrolidine (15 ml) and ethanol (75 ml) was stirred at reflux for 2 hours and evaporated of the volatiles under reduced pressure. The residue was dissolved in ether and the solution was extracted with 1N hydrochloric acid (200 ml). The acid extract was washed with ether and basified with 1N sodium hydroxide aqueous solution with cooling. The mixture was extracted with ether (2×) and the combined ether extracts were washed with water,... The reactants are C(#N)C1=CC=C(CC=2C3=C(SC2C2=CC=C(C=C2)OCCN2CCCC2)C=CC=C3)C=C1 (3-(4-Cyanobenzyl)-2-[4-[2-(1-pyrrolidinyl)ethoxy]phenyl]benzo[b]thiophene), [H-].[Al+3].[Li+].[H-].[H-].[H-] (lithium aluminum hydride). Run in C1CCOC1 (THF). Conditions: time 15 minute. Product: NCC1=CC=C(CC=2C3=C(SC2C2=CC=C(C=C2)OCCN2CCCC2)C=CC=C3)C=C1 (3-[4-(Aminomethyl)benzyl]-2-[4-[2-(1-pyrrolidinyl)ethoxy]phenyl]benzo[b]thiophene). The yield is 37.7%. As a reaction SMILES: [C:1]([C:3]1[CH:32]=[CH:31][C:6]([CH2:7][C:8]2[C:9]3[CH:30]=[CH:29][CH:28]=[CH:27][C:10]=3[S:11][C:12]=2[C:13]2[CH:18]=[CH:17][C:16]([O:19][CH2:20][CH2:21][N:22]3[CH2:26][CH2:25][CH2:24][CH2:23]3)=[CH:15][CH:14]=2)=[CH:5][CH:4]=1)#[N:2].[H-].[Al+3].[Li+].[H-].[H-].[H-]>C1COCC1>[NH2:2][CH2:1][C:3]1[CH:4]=[CH:5][C:6]([CH2:7][C:8]2[C:9]3[CH:30]=[CH:29][CH:28]=[CH:27][C:10]=3[S:11][C:12]=2[C:13]2[CH:14]=[CH:15][C:16]([O:19][CH2:20][CH2:21][N:22]3[CH2:23][CH2:24][CH2:25][CH2:26]3)=[CH:17][CH:18]=2)=[CH:31][CH:32]=1 |f:1.2.3.4.5.6|. Procedure: 3-(4-Cyanobenzyl)-2-[4-[2-(1-pyrrolidinyl)ethoxy]phenyl]benzo[b]thiophene (50 mg, 0.114 mmol) in THF (2 mL) was treated with lithium aluminum hydride (40 mg) at ambient temperature under argon for 1 h. The reaction was quenched with water (0.5 mL) and a solution of NaOH (1.0 M, 0.5 mL). The stirring was continued for 15 min. The resulting mixture was diluted with brine (30 mL) and extracted with CH2Cl2 (3×30 mL). The combined organic layers were dried (Na2SO4) and concentrated under reduced pres...